From a dataset of the Open Reaction Database (ORD), a public repository of structured organic reaction records. describe an organic reaction: reactants, conditions, products, and yield The reactants are Cl.O1CCOC2=C1C=CC(=C2)CNC2CCN(CC2)CCN2C(C=CC1=CC=C(C=C21)OC)=O (1-(2-(4-((2,3-dihydro-1,4-benzodioxin-6-ylmethyl)amino)piperidin-1-yl)ethyl)-7-methoxyquinolin-2(1H)-one hydrochloride). Reagents/catalysts: [Pd] (palladium on carbon). Solvent: CO (methanol). Reaction conditions: temperature 47.5 celsius, time 8.5 hour. The product is Cl.O1CCOC2=C1C=CC(=C2)CNC2CCN(CC2)CCN2C(CCC1=CC=C(C=C21)OC)=O (1-(2-(4-((2,3-dihydro-1,4-benzodioxin-6-ylmethyl)amino)piperidin-1-yl)ethyl)-7-methoxy-3,4-dihydroquinolin-2(1H)-one hydrochloride). Yield: 135.8%. Reaction SMILES: [ClH:1].[O:2]1[C:7]2[CH:8]=[CH:9][C:10]([CH2:12][NH:13][CH:14]3[CH2:19][CH2:18][N:17]([CH2:20][CH2:21][N:22]4[C:31]5[C:26](=[CH:27][CH:28]=[C:29]([O:32][CH3:33])[CH:30]=5)[CH:25]=[CH:24][C:23]4=[O:34])[CH2:16][CH2:15]3)=[CH:11][C:6]=2[O:5][CH2:4][CH2:3]1>[Pd].CO>[ClH:1].[O:2]1[C:7]2[CH:8]=[CH:9][C:10]([CH2:12][NH:13][CH:14]3[CH2:19][CH2:18][N:17]([CH2:20][CH2:21][N:22]4[C:31]5[C:26](=[CH:27][CH:28]=[C:29]([O:32][CH3:33])[CH:30]=5)[CH2:25][CH2:24][C:23]4=[O:34])[CH2:16][CH2:15]3)=[CH:11][C:6]=2[O:5][CH2:4][CH2:3]1 |f:0.1,4.5|. Procedure: To 15 mL of a methanol solution containing 0.11 g of 1-(2-(4-((2,3-dihydro-1,4-benzodioxin-6-ylmethyl)amino)piperidin-1-yl)ethyl)-7-methoxyquinolin-2(1H)-one hydrochloride, 50 mg of 10% palladium on carbon was added, and stirred under hydrogen atmosphere at 45-50° C. for 8.5 hours. The insoluble material was filtered off, the solvent was removed under reduced pressure to afford 0.15 g of 1-(2-(4-((2,3-dihydro-1,4-benzodioxin-6-ylmethyl)amino)piperidin-1-yl)ethyl)-7-methoxy-3,4-dihydroquinolin-2(... Reactants: [BH3-]C#N, CC(=O)[O-], COC(=O)C1CC2CCCC(C1)C2=O, CO, [NH4+], [Na+]. Product: COC(=O)C1CC2CCCC(C1)C2N. RXN SMILES: [C:20](#[N:21])[BH3-:22].[CH3:16][C:17](=[O:18])[O-:19].[CH3:1][O:2][C:3](=[O:4])[CH:5]1[CH2:6][CH:7]2[CH2:8][CH2:9][CH2:10][CH:11]([CH2:12]1)[C:13]2=[O:14].[CH3:24][OH:25].[NH4+:15].[Na+:23]>>[CH3:1][O:2][C:3](=[O:4])[CH:5]1[CH2:6][CH:7]2[CH2:8][CH2:9][CH2:10][CH:11]([CH2:12]1)[CH:13]2[NH2:21].